From a dataset of the Open Reaction Database (ORD), a public repository of structured organic reaction records. describe an organic reaction: reactants, conditions, products, and yield RXN SMILES: [CH3:1][N:2]([CH2:3][C:4]#[C:5][CH2:6][NH:7][C:8]([C:9]([c:10]1[cH:11][cH:12][cH:13][cH:14][cH:15]1)([c:16]1[cH:17][cH:18][cH:19][cH:20][cH:21]1)[CH2:22][CH:23]=[CH2:24])=[O:25])[CH3:26].[CH:27]([Cl:28])([Cl:29])[Cl:30]>>[CH3:1][N:2]([CH2:3][C:4]#[C:5][CH2:6][NH:7][C:8]([C:9]([c:10]1[cH:11][cH:12][cH:13][cH:14][cH:15]1)([c:16]1[cH:17][cH:18][cH:19][cH:20][cH:21]1)[CH2:22][CH:23]=[CH2:24])=[O:25])[CH3:26].[ClH:28]. Starting materials: C=CCC(C(=O)NCC#CCN(C)C)(c1ccccc1)c1ccccc1, ClC(Cl)Cl. The product is C=CCC(C(=O)NCC#CCN(C)C)(c1ccccc1)c1ccccc1, Cl. Reactants: CN(C=1C=CC(=C(C(=O)NCC2CCN(CC2)C(C2=CC=CC=C2)C2=CC=CC=C2)C1)[N+](=O)[O-])C (5-dimethylamino-2-nitro-N-[(1-diphenylmethylpiperidin-4-yl)-methyl]benzamide), [H][H] (hydrogen). The reagents and catalysts are [Ni] (Ni). The solvent is CO (methanol). The product is NC1=C(C(=O)NCC2CCN(CC2)C(C2=CC=CC=C2)C2=CC=CC=C2)C=C(C=C1)N(C)C (2-amino-5-dimethylamino-N-[(1-diphenylmethylpiperidin-4-yl)-methyl]benzamide). Yield: 99.4%. RXN SMILES: [CH3:1][N:2]([CH3:35])[C:3]1[CH:4]=[CH:5][C:6]([N+:32]([O-])=O)=[C:7]([CH:31]=1)[C:8]([NH:10][CH2:11][CH:12]1[CH2:17][CH2:16][N:15]([CH:18]([C:25]2[CH:30]=[CH:29][CH:28]=[CH:27][CH:26]=2)[C:19]2[CH:24]=[CH:23][CH:22]=[CH:21][CH:20]=2)[CH2:14][CH2:13]1)=[O:9].[H][H]>CO.[Ni]>[NH2:32][C:6]1[CH:5]=[CH:4][C:3]([N:2]([CH3:35])[CH3:1])=[CH:31][C:7]=1[C:8]([NH:10][CH2:11][CH:12]1[CH2:13][CH2:14][N:15]([CH:18]([C:19]2[CH:24]=[CH:23][CH:22]=[CH:21][CH:20]=2)[C:25]2[CH:30]=[CH:29][CH:28]=[CH:27][CH:26]=2)[CH2:16][CH2:17]1)=[O:9]. Reported procedure: Step 2): A mixture of 5-dimethylamino-2-nitro-N-[(1-diphenylmethylpiperidin-4-yl)-methyl]benzamide (2.4 g, 5 mmol) and Raney Ni in methanol (50 ml) was hydrogenated at room temperature under stirring under 50 psi hydrogen pressure for 2 hours and then filtered. The filtrate was concentrated to give 2-amino-5-dimethylamino-N-[(1-diphenylmethylpiperidin-4-yl)-methyl]benzamide (2.2 g, 100%). Starting materials: N1CCNCC1 (piperazine), ClC1=NC=CC=N1 (2-chloropyrimidine), [OH-].[Na+] (sodium hydroxide), resultant mixture. Solvent: C(C)O (ethanol). Yields the product N1=C(N=CC=C1)N1CCNCC1 (1-(2-pyrimidinyl)piperazine). Reaction SMILES: [NH:1]1[CH2:6][CH2:5][NH:4][CH2:3][CH2:2]1.Cl[C:8]1[N:13]=[CH:12][CH:11]=[CH:10][N:9]=1.[OH-].[Na+]>C(O)C>[N:9]1[CH:10]=[CH:11][CH:12]=[N:13][C:8]=1[N:1]1[CH2:6][CH2:5][NH:4][CH2:3][CH2:2]1 |f:2.3|. Reported procedure: To a solution of anhydrous piperazine (95 g; 1 mol) in ethanol (475 ml), there was added 2-chloropyrimidine (22.9 g; 0.2 mol), and the resultant mixture was stirred at room temperature for 3 hours. After completion of the reaction, a 5% aqueous sodium hydroxide solution was added, followed by extraction with chloroform. The chloroform layer was washed thrice with water and dried over anhydrous magnesium sulfate. The solvent was removed under reduced pressure, and the residue was distilled to giv... Reaction conditions: temperature 50 celsius, time 8 hour. Solvent: CO (methanol). RXN SMILES: [Cl:1][C:2]1[CH:7]=[CH:6][C:5]([OH:8])=[C:4]([F:9])[CH:3]=1.[F-].[K+].[F:12][C:13]([F:17])([F:16])[CH2:14]I.O>CO>[Cl:1][C:2]1[CH:7]=[CH:6][C:5]([O:8][CH2:14][C:13]([F:17])([F:16])[F:12])=[C:4]([F:9])[CH:3]=1 |f:1.2|. Starting materials: ClC1=CC(=C(C=C1)O)F (4-Chloro-2-fluoro-phenol), [F-].[K+] (potassium fluoride), O (water), FC(CI)(F)F (1,1,1-trifluoro-2-iodo-ethane). Yields the product ClC1=CC(=C(C=C1)OCC(F)(F)F)F (4-Chloro-2-fluoro-1-(2,2,2-trifluoro-ethoxy)-benzene). Reported procedure: To 4-Chloro-2-fluoro-phenol (521, 5.0 g, 0.034 mol) in methanol (50.0 mL) was added potassium fluoride (2.2 g, 0.038 mol). The solvent was removed. The resulting salt was added to N,N-dimethylformaldehyde (25 mL), followed by adding 1,1,1-trifluoro-2-iodo-ethane (8.60 g, 40.9 mmol). The reaction was stirred at 50° C. overnight. The reaction was poured into water and extracted with ethyl acetate. The organic layer was dried over anhydrous sodium sulfate and filtered. The filtrate was concentrated... Starting materials: Br (hydrobromic acid), N(=O)[O-].[Na+] (sodium nitrite), COC1=C(OC2=CC=C(N)C=C2)C(=C(C(=C1C)C)OC)C (4-(2,5-dimethoxy-3,4,6-trimethylphenoxy)aniline), C(C=C)(=O)OCCCC (butyl acrylate), cupric bromide. Solvent: O (water), O (water), CC(=O)C (acetone). Run at time 4 hour. The product is BrC(C(=O)OCCCC)CC1=CC=C(C=C1)OC1=C(C(=C(C(=C1OC)C)C)OC)C (Butyl 2-bromo-3-[4-(2,4,5-trimethyl-3,6-dimethoxyphenoxy)phenyl]propionate). RXN SMILES: [BrH:1].N([O-])=O.[Na+].[CH3:6][O:7][C:8]1[C:21]([CH3:22])=[C:20]([CH3:23])[C:19]([O:24][CH3:25])=[C:18]([CH3:26])[C:9]=1[O:10][C:11]1[CH:17]=[CH:16][C:14](N)=[CH:13][CH:12]=1.[C:27]([O:31][CH2:32][CH2:33][CH2:34][CH3:35])(=[O:30])[CH:28]=[CH2:29]>O.CC(C)=O>[Br:1][CH:28]([CH2:29][C:14]1[CH:16]=[CH:17][C:11]([O:10][C:9]2[C:8]([O:7][CH3:6])=[C:21]([CH3:22])[C:20]([CH3:23])=[C:19]([O:24][CH3:25])[C:18]=2[CH3:26])=[CH:12][CH:13]=1)[C:27]([O:31][CH2:32][CH2:33][CH2:34][CH3:35])=[O:30] |f:1.2|. Reported procedure: 7.7 g of a 47% w/v aqueous solution of hydrobromic acid and a solution of 1.3 g of sodium nitrite in 3 ml of water were added dropwise, in that order, to a solution of 4.3 g of 4-(2,5-dimethoxy-3,4,6-trimethylphenoxy)aniline [prepared as described in step (c) above] in 10 ml of acetone, after which 21 ml of butyl acrylate were added to the mixture. After that, 0.3 g of cupric bromide was gradually added and the resulting mixture was stirred at room temperature for 4 hours. At the end of this tim...